This data is from the Open Reaction Database (ORD), a public repository of structured organic reaction records. The task is: describe an organic reaction: reactants, conditions, products, and yield Starting materials: C(C)Cl (ethyl chloride), ClCC(=O)OCCOC(CCl)=O (ethylene bis(chloroacetate)), P(OCC)(OCC)OCC (triethyl phosphite). Conditions: temperature 150 celsius. Product: C(C)OP(=O)(OCC)CC(=O)OCCOC(CP(=O)(OCC)OCC)=O (Ethylene bis[(diethyl phosphono)acetate]), C=C (ethylene), (diethyl phosphono) acetates. Isolated yield 95.0%. Reaction SMILES: Cl[CH2:2][C:3]([O:5][CH2:6][CH2:7][O:8][C:9](=[O:12])[CH2:10]Cl)=[O:4].[P:13]([O:20]CC)([O:17][CH2:18][CH3:19])[O:14][CH2:15][CH3:16].[CH2:23](Cl)[CH3:24]>>[CH2:15]([O:14][P:13]([CH2:2][C:3]([O:5][CH2:6][CH2:7][O:8][C:9](=[O:12])[CH2:10][P:13]([O:14][CH2:15][CH3:16])([O:17][CH2:18][CH3:19])=[O:20])=[O:4])([O:20][CH2:23][CH3:24])=[O:17])[CH3:16].[CH2:2]=[CH2:3]. Procedure details: Ethylene bis[(diethyl phosphono)acetate] was prepared by a modification of the procedure described in U.S. Pat. No. 3,943,200 employing a shorter reaction time and lower final temperature. To ethylene bis(chloroacetate) (107.5 g, 0.5 mol) under nitrogen at 150° C. triethyl phosphite (166.0 g, 1.0 mol) was slowly added over 60 minutes with stirring, and the reaction mixture was maintained at 150° C. for a further 3 hours. Continuous evolution of ethyl chloride occurred throughout the reaction. Re... The reactants are C(C)OC(=O)C=1C(=C2C(=NC1)N(C=C2)CC2=CC=C(C=C2)OC)Cl (4-chloro-1-(4-methoxybenzyl)-1H-pyrrolo[2,3-b]pyridine-5-carboxylic acid ethyl ester). The solvent is C(=O)(C(F)(F)F)O (TFA), OS(=O)(=O)O (H2SO4), C1(=CC=CC=C1)OC (anisole). Conditions: time 3 hour. Product: C(C)OC(=O)C=1C(=C2C(=NC1)NC=C2)Cl (4-Chloro-1H-pyrrolo[2,3-b]pyridine-5-carboxylic acid ethyl ester). Yield: 46.3%. RXN SMILES: [CH2:1]([O:3][C:4]([C:6]1[C:7]([Cl:24])=[C:8]2[CH:14]=[CH:13][N:12](CC3C=CC(OC)=CC=3)[C:9]2=[N:10][CH:11]=1)=[O:5])[CH3:2]>C(O)(C(F)(F)F)=O.OS(O)(=O)=O.C1(OC)C=CC=CC=1>[CH2:1]([O:3][C:4]([C:6]1[C:7]([Cl:24])=[C:8]2[CH:14]=[CH:13][NH:12][C:9]2=[N:10][CH:11]=1)=[O:5])[CH3:2]. Reported procedure: To a solution of 4-chloro-1-(4-methoxybenzyl)-1H-pyrrolo[2,3-b]pyridine-5-carboxylic acid ethyl ester (prepared as described in J. Heterocycl. Chem. 1972, 235 and Bioorg. Med. Chem. Lett. 2003, 2405) (3.48 g, 10 mmol) in TFA (20 mL), conc. H2SO4 (1.5 mL) and anisole (3 mL) were added at room temperature. The resulting solution was stirred at this temperature for 3 hours and then basified slowly by addition of ice-cold aqueous NaHCO3. The aqueous solution was extracted with ethyl acetate and the ... The reactants are CC(=O)O[BH-](OC(C)=O)OC(C)=O, O=C([O-])O, CC(=O)O, ClC(Cl)Cl, Cc1ccc(C=O)cc1F, COc1ccc2ncc(=O)n(CCN3CCC(N)CC3)c2c1, [Na+], [Na+]. The product is COc1ccc2ncc(=O)n(CCN3CCC(NCc4ccc(C)c(F)c4)CC3)c2c1. RXN SMILES: [C:33]([O:34][BH-:35]([O:36][C:37](=[O:38])[CH3:39])[O:40][C:41](=[O:42])[CH3:43])(=[O:44])[CH3:45].[C:47](=[O:48])([O-:49])[OH:50].[CH3:52][C:53](=[O:54])[OH:55].[CH:56]([Cl:57])([Cl:58])[Cl:59].[F:23][c:24]1[cH:25][c:26]([CH:27]=[O:28])[cH:29][cH:30][c:31]1[CH3:32].[NH2:1][CH:2]1[CH2:3][CH2:4][N:5]([CH2:8][CH2:9][n:10]2[c:11](=[O:22])[cH:12][n:13][c:14]3[cH:15][cH:16][c:17]([O:20][CH3:21])[cH:18][c:19]23)[CH2:6][CH2:7]1.[Na+:46].[Na+:51]>>[NH:1]([CH:2]1[CH2:3][CH2:4][N:5]([CH2:8][CH2:9][n:10]2[c:11](=[O:22])[cH:12][n:13][c:14]3[cH:15][cH:16][c:17]([O:20][CH3:21])[cH:18][c:19]23)[CH2:6][CH2:7]1)[CH2:27][c:26]1[cH:25][c:24]([F:23])[c:31]([CH3:32])[cH:30][cH:29]1. The yield is 71.0%. Procedure details: To a flame-dried 25-mL r.b. flask containing ethylmagnesium bromide (4.0 mL of a 3.0 M solution in Et2O, 12.0 mmol, 3.0 equiv), at -10° C. was added dropwise a solution of 1-tert-butyloxycarbonyl-1,2,3,4-tetrahydro-4-quinolinone (1.0 g, 4.0 mmol) in Et2O (4 mL). The reaction mixture was stirred at -10° C. for 15 min, then allowed to warm to rt over 10 min. A 1.0 M solution of NaHSO4 (10 mL) was then rapidly added. The resulting biphasic mixture was extracted with EtOAc (3×10 mL), and the combine... Run at temperature -10 celsius, time 15 minute. The solvent is CCOCC (Et2O), CCOCC (Et2O). Reactants: C(C)(C)(C)OC(=O)N1CCC(C2=CC=CC=C12)=O (1-tert-butyloxycarbonyl-1,2,3,4-tetrahydro-4-quinolinone), C(C)[Mg]Br (ethylmagnesium bromide), solution, solution, OS(=O)(=O)[O-].[Na+] (NaHSO4). RXN SMILES: [CH2:1]([Mg]Br)[CH3:2].[C:5]([O:9][C:10]([N:12]1[C:21]2[C:16](=[CH:17][CH:18]=[CH:19][CH:20]=2)[C:15](=[O:22])[CH2:14][CH2:13]1)=[O:11])([CH3:8])([CH3:7])[CH3:6].OS([O-])(=O)=O.[Na+]>CCOCC>[C:5]([O:9][C:10]([N:12]1[C:21]2[C:16](=[CH:17][CH:18]=[CH:19][CH:20]=2)[C:15]([CH2:1][CH3:2])([OH:22])[CH2:14][CH2:13]1)=[O:11])([CH3:8])([CH3:6])[CH3:7] |f:2.3|. Product: C(C)(C)(C)OC(=O)N1CCC(C2=CC=CC=C12)(O)CC ((R/S)-1-tert-Butyloxycarbonyl-4-ethyl-1,2,3,4-tetrahydro-4-hydroxyquinoline). Reactants: [Al+3], CC(C)(C)N1CCN(c2ccc(Cl)c(Cl)c2)C(C#N)C1, [H-], [H-], [H-], [H-], [Li+]. Yields the product CC(C)(C)N1CCN(c2ccc(Cl)c(Cl)c2)C(CN)C1. RXN SMILES: [Al+3:22].[Cl:1][c:2]1[cH:3][c:4]([N:9]2[CH:10]([C:19]#[N:20])[CH2:11][N:12]([C:15]([CH3:16])([CH3:17])[CH3:18])[CH2:13][CH2:14]2)[cH:5][cH:6][c:7]1[Cl:8].[H-:21].[H-:24].[H-:25].[H-:26].[Li+:23]>>[Cl:1][c:2]1[cH:3][c:4]([N:9]2[CH:10]([CH2:19][NH2:20])[CH2:11][N:12]([C:15]([CH3:16])([CH3:17])[CH3:18])[CH2:13][CH2:14]2)[cH:5][cH:6][c:7]1[Cl:8]. Reactants: FC1=C(C(=C(C(=C1B(C1=C(C(=C(C(=C1F)F)F)F)F)C1=C(C(=C(C(=C1F)F)F)F)F)F)F)F)F (tris(pentafluorophenyl)boron), CCOCC (ether), FC1=C(C(=C(C(=C1[Li])F)F)F)F (pentafluorophenyllithium). Solvent: CCCCCC (hexane). The product is FC1=C(C(=C(C(=C1[B-](C1=C(C(=C(C(=C1F)F)F)F)F)(C1=C(C(=C(C(=C1F)F)F)F)F)C1=C(C(=C(C(=C1F)F)F)F)F)F)F)F)F.[Li+] (lithium tetrakis(pentafluorophenyl)borate). As a reaction SMILES: [F:1][C:2]1[C:7]([B:8]([C:20]2[C:25]([F:26])=[C:24]([F:27])[C:23]([F:28])=[C:22]([F:29])[C:21]=2[F:30])[C:9]2[C:14]([F:15])=[C:13]([F:16])[C:12]([F:17])=[C:11]([F:18])[C:10]=2[F:19])=[C:6]([F:31])[C:5]([F:32])=[C:4]([F:33])[C:3]=1[F:34].CCOCC.[F:40][C:41]1[C:46]([Li:47])=[C:45]([F:48])[C:44]([F:49])=[C:43]([F:50])[C:42]=1[F:51]>CCCCCC>[F:26][C:25]1[C:20]([B-:8]([C:46]2[C:45]([F:48])=[C:44]([F:49])[C:43]([F:50])=[C:42]([F:51])[C:41]=2[F:40])([C:7]2[C:2]([F:1])=[C:3]([F:34])[C:4]([F:33])=[C:5]([F:32])[C:6]=2[F:31])[C:9]2[C:10]([F:19])=[C:11]([F:18])[C:12]([F:17])=[C:13]([F:16])[C:14]=2[F:15])=[C:21]([F:30])[C:22]([F:29])=[C:23]([F:28])[C:24]=1[F:27].[Li+:47] |f:4.5|. Reported procedure: The obtained tris(pentafluorophenyl)boron (41 mmol) was reacted with an ether solution of pentafluorophenyllithium (41 mmol) in hexane, to isolate lithium tetrakis(pentafluorophenyl)borate as a white solid product. Reactants: ClC=1C=C(N)C=CC1I (3-chloro-4-iodo-aniline), tris(dibenzylideneacetone)palladium(0), C(CCC)C(=C(CCCC)CCCC)[Sn] (tributylvinyltin). Run in O1CCCC1 (tetrahydrofuran). Run at temperature 50 celsius, time 15 hour. Product: ClC=1C=C(C=CC1C=C)N (3-Chloro-4-vinyl-phenylamine). Reaction SMILES: [Cl:1][C:2]1[CH:3]=[C:4]([CH:6]=[CH:7][C:8]=1I)[NH2:5].[CH2:10](C([Sn])=C(CCCC)CCCC)[CH2:11]CC>O1CCCC1>[Cl:1][C:2]1[CH:3]=[C:4]([NH2:5])[CH:6]=[CH:7][C:8]=1[CH:10]=[CH2:11] |^1:11|. Reported procedure: To a deoxygenated solution of 3-chloro-4-iodo-aniline (6.95 g) triphenyl arsine (0.67 g), and tris(dibenzylideneacetone)palladium(0) (0.50 g) in tetrahydrofuran (120 mL) at 50° C. is added tributylvinyltin (10 g) and the mixture is stirred for approximately 15 hours at 50° C. under an atmosphere of argon. The reaction is then cooled, filtered through diatomaceous earth, and the filtrate is evaporated to dryness under reduced pressure. The residue is dissolved in hexanes and then extracted three ...